This data is from the Open Reaction Database (ORD), a public repository of structured organic reaction records. The task is: describe an organic reaction: reactants, conditions, products, and yield The reactants are C(C)(C)(C)OC(=O)N1C(CN(CC1)C1=C(C=CC=C1)C)CCO (1-t-butyloxycarbonyl-2-(2-hydroxyethyl)-4-(2-methylphenyl)piperazine), IC (iodomethane), [H-].[Na+] (NaH), suspension. Solvent: C1CCOC1 (THF). Conditions: temperature 0 celsius, time 15 minute. Product: C(C)(C)(C)OC(=O)N1C(CN(CC1)C1=C(C=CC=C1)C)CCOC (1-t-Butyloxycarbonyl-2-(2-methoxyethyl)-4-(2-methylphenyl)-piperazine). Reaction SMILES: [C:1]([O:5][C:6]([N:8]1[CH2:13][CH2:12][N:11]([C:14]2[CH:19]=[CH:18][CH:17]=[CH:16][C:15]=2[CH3:20])[CH2:10][CH:9]1[CH2:21][CH2:22][OH:23])=[O:7])([CH3:4])([CH3:3])[CH3:2].I[CH3:25].[H-].[Na+]>C1COCC1>[C:1]([O:5][C:6]([N:8]1[CH2:13][CH2:12][N:11]([C:14]2[CH:19]=[CH:18][CH:17]=[CH:16][C:15]=2[CH3:20])[CH2:10][CH:9]1[CH2:21][CH2:22][O:23][CH3:25])=[O:7])([CH3:4])([CH3:3])[CH3:2] |f:2.3|. Reported procedure: To a stirred, 0° C. solution of 1-t-butyloxycarbonyl-2-(2-hydroxyethyl)-4-(2-methylphenyl)piperazine from Step 1 above (0.38 g; 1.2 mmol) and iodomethane (0.20 mL; 3.4 mmol) in dry THF (20 mL) was added NaH (60 mg of a 60% suspension in mineral oil; 1.5 mmol). The reaction was stirred at 0° C. for 15 min and then at ambient temperature for 18 h. The reaction was quenched by adding several drops of MeOH and the solvents were evaporated under reduced pressure. The residue was partitioned between E... RXN SMILES: [C:1]([CH3:2])([CH3:3])([CH3:4])[O:5][C:6](=[O:7])[NH:8][CH:9]1[CH2:10][N:11]([S:14](=[O:15])(=[O:16])[c:17]2[c:18]3[c:19]([Cl:28])[cH:20][n:21][c:22]([Cl:27])[c:23]3[cH:24][cH:25][cH:26]2)[CH2:12][CH2:13]1.[C:29](=[O:30])([O-:31])[O-:32].[CH3:36][N:37]1[CH2:38][CH2:39][N:40]([CH3:41])[C:42]1=[O:43].[K+:33].[K+:34].[NH3:35]>>[C:1]([CH3:2])([CH3:3])([CH3:4])[O:5][C:6](=[O:7])[NH:8][CH:9]1[CH2:10][N:11]([S:14](=[O:15])(=[O:16])[c:17]2[c:18]3[c:19]([Cl:28])[cH:20][n:21][c:22]([NH2:35])[c:23]3[cH:24][cH:25][cH:26]2)[CH2:12][CH2:13]1. Product: CC(C)(C)OC(=O)NC1CCN(S(=O)(=O)c2cccc3c(N)ncc(Cl)c23)C1. Starting materials: CC(C)(C)OC(=O)NC1CCN(S(=O)(=O)c2cccc3c(Cl)ncc(Cl)c23)C1, O=C([O-])[O-], CN1CCN(C)C1=O, [K+], [K+], N. The reactants are C(#N)C1=CC=C(OC=2C=C(C(=O)O)C=C(C2)OC2=CC=C(C=C2)C#N)C=C1 (3,5-bis-(4-cyano-phenoxy)-benzoic acid), C(C)(C)(C)OC(=O)N1CCNCC1 (piperazine-1-carboxylic acid tert-butyl ester). Yields the product C(C)(C)(C)OC(=O)N1CCN(CC1)C(C1=CC(=CC(=C1)OC1=CC=C(C=C1)C#N)OC1=CC=C(C=C1)C#N)=O (4-[3,5-Bis-(4-cyano-phenoxy)-benzoyl]-piperazine-1-carboxylic Acid Tert-butyl Ester). Isolated yield 75.6%. Reaction SMILES: [C:1]([C:3]1[CH:27]=[CH:26][C:6]([O:7][C:8]2[CH:9]=[C:10]([CH:14]=[C:15]([O:17][C:18]3[CH:23]=[CH:22][C:21]([C:24]#[N:25])=[CH:20][CH:19]=3)[CH:16]=2)[C:11](O)=[O:12])=[CH:5][CH:4]=1)#[N:2].[C:28]([O:32][C:33]([N:35]1[CH2:40][CH2:39][NH:38][CH2:37][CH2:36]1)=[O:34])([CH3:31])([CH3:30])[CH3:29]>>[C:28]([O:32][C:33]([N:35]1[CH2:40][CH2:39][N:38]([C:11](=[O:12])[C:10]2[CH:9]=[C:8]([O:7][C:6]3[CH:26]=[CH:27][C:3]([C:1]#[N:2])=[CH:4][CH:5]=3)[CH:16]=[C:15]([O:17][C:18]3[CH:23]=[CH:22][C:21]([C:24]#[N:25])=[CH:20][CH:19]=3)[CH:14]=2)[CH2:37][CH2:36]1)=[O:34])([CH3:31])([CH3:29])[CH3:30]. Procedure: Following the procedure of Example 5(c) 3,5-bis-(4-cyano-phenoxy)-benzoic acid 0.45 g (1.26 mmol) and piperazine-1-carboxylic acid tert-butyl ester (0.23 g, 1.26 mmol) were used to afford 0.5 g of the required product. 1H NMR (DMSO-d6): δ 1.40 (9H, sm), 3.35 (6H, m), 3.55 (2H, m) 7.02 (2H, d), 7.08 (1H, t), 7.26 (2H, d), 7.88 (2H, d). Starting materials: NC([C@H](CC1=CC=C(C=C1)C1=CC(=NC=C1)OC)NC(=O)C1(CCOCC1)NC(OC(C)(C)C)=O)=O ((S)-tert-Butyl 4-(1-amino-3-(4-(2-methoxypyridin-4-yl)phenyl)-1-oxopropan-2-ylcarbamoyl)tetrahydro-2H-pyran-4-ylcarbamate), CC[N+](CC)(CC)S(=O)(=O)N=C([O-])OC (Burgess' reagent). The solvent is C(=O)O (formic acid), ClCCl (dichloromethane). Reaction conditions: time 18 hour. The product is NC1(CCOCC1)C(=O)N[C@@H](CC1=CC=C(C=C1)C1=CC(=NC=C1)OC)C#N ((S)-4-Amino-N-(1-cyano-2-(4-(2-methoxypyridin-4-yl)phenyl)ethyl)tetrahydro-2H-pyran-4-carboxamide). Isolated yield 58.2%. As a reaction SMILES: [NH2:1][C:2](=O)[C@@H:3]([NH:19][C:20]([C:22]1([NH:28]C(=O)OC(C)(C)C)[CH2:27][CH2:26][O:25][CH2:24][CH2:23]1)=[O:21])[CH2:4][C:5]1[CH:10]=[CH:9][C:8]([C:11]2[CH:16]=[CH:15][N:14]=[C:13]([O:17][CH3:18])[CH:12]=2)=[CH:7][CH:6]=1.CC[N+](S(N=C(OC)[O-])(=O)=O)(CC)CC>ClCCl.C(O)=O>[NH2:28][C:22]1([C:20]([NH:19][C@H:3]([C:2]#[N:1])[CH2:4][C:5]2[CH:6]=[CH:7][C:8]([C:11]3[CH:16]=[CH:15][N:14]=[C:13]([O:17][CH3:18])[CH:12]=3)=[CH:9][CH:10]=2)=[O:21])[CH2:27][CH2:26][O:25][CH2:24][CH2:23]1. Reported procedure: (S)-tert-Butyl 4-(1-amino-3-(4-(2-methoxypyridin-4-yl)phenyl)-1-oxopropan-2-ylcarbamoyl)tetrahydro-2H-pyran-4-ylcarbamate (Example 26, step (i), 214 mg) in dichloromethane (10 mL) was treated with Burgess' reagent (205 mg) and the mixture was stirred at room temperature for 18 h. The solvent was evaporated to give a residue that was dissolved in formic acid (2 mL) which was heated at 50° C. for 15 min. The mixture was evaporated and then methanol was added and the solvent was evaporated. The pro... The reactants are CC(C)(C)OC(=O)N1CC(O)CC1C(=O)O, CN(C(=O)c1ccc(Cl)cc1)C1CCNCC1c1ccc(Cl)c(Cl)c1, Cl. Yields the product CN(C(=O)c1ccc(Cl)cc1)C1CCN(C(=O)C2CC(O)CN2C(=O)OC(C)(C)C)CC1c1ccc(Cl)c(Cl)c1. As a reaction SMILES: [C:27]([CH3:28])([CH3:29])([CH3:30])[O:31][C:32](=[O:33])[N:34]1[CH:35]([C:36](=[O:37])[OH:38])[CH2:39][CH:40]([OH:42])[CH2:41]1.[Cl:2][c:3]1[cH:4][cH:5][c:6]([C:7](=[O:8])[N:9]([CH3:10])[CH:11]2[CH:12]([c:17]3[cH:18][c:19]([Cl:24])[c:20]([Cl:23])[cH:21][cH:22]3)[CH2:13][NH:14][CH2:15][CH2:16]2)[cH:25][cH:26]1.[ClH:1]>>[Cl:2][c:3]1[cH:4][cH:5][c:6]([C:7](=[O:8])[N:9]([CH3:10])[CH:11]2[CH:12]([c:17]3[cH:18][c:19]([Cl:24])[c:20]([Cl:23])[cH:21][cH:22]3)[CH2:13][N:14]([C:36]([CH:35]3[N:34]([C:32]([O:31][C:27]([CH3:28])([CH3:29])[CH3:30])=[O:33])[CH2:41][CH:40]([OH:42])[CH2:39]3)=[O:37])[CH2:15][CH2:16]2)[cH:25][cH:26]1. Starting materials: FC(C(F)(F)F)(F)P(C(C(F)(F)F)(F)F)Cl (Bis(pentafluoroethyl)phosphinous acid chloride), P(C(F)(F)C(F)(F)F)(C(F)(F)C(F)(F)F)Cl ((C2F5)2PCl), C(C)O (ethanol). The reagents and catalysts are CN(C1=CC=NC=C1)C (4-dimethylaminopyridine). Solvent: C(C)OCC (diethyl ether). Product: FC(C(F)(F)F)(F)P(OCC)C(C(F)(F)F)(F)F (Ethyl bis(pentafluoroethyl)phosphinite). As a reaction SMILES: [F:1][C:2]([P:8](Cl)[C:9]([F:15])([F:14])[C:10]([F:13])([F:12])[F:11])([F:7])[C:3]([F:6])([F:5])[F:4].[CH2:17]([OH:19])[CH3:18]>CN(C)C1C=CN=CC=1.C(OCC)C>[F:1][C:2]([P:8]([C:9]([F:15])([F:14])[C:10]([F:13])([F:12])[F:11])[O:19][CH2:17][CH3:18])([F:7])[C:3]([F:6])([F:5])[F:4]. Reported procedure: Bis(pentafluoroethyl)phosphinous acid chloride, (C2F5)2PCl, obtainable in accordance with Example 2, is added to a mixture of ethanol and 4-dimethylaminopyridine in diethyl ether at room temperature. The precipitated product 4-dimethylaminopyridinium chloride is separated off, and the solution comprises ethyl bis(pentafluoroethyl)phosphinite, (C2F5)2POC2H5. The solvent is CN(C)C=O (DMF). Procedure: Isophthalic acid mono methyl ester (200 mg, 1.10 mmol) was heated at reflux for 15 min in the mixture of thionyl chloride (2 ml) and DMF (cat.). The solvent was evaporated in vacuo, the residue was dissolved in DCM (5mi) and the solvent was evaporated to afford 3-chlorocarbonyl-benzoic acid methyl ester. To a solution of the product of step b above (435 mg, 1.00 mmol) and triethylamine (280 μl, 2.00 mmol) in DCM (10 ml) was added a solution of the previously prepared 3-chlorocarbonyl-benzoic aci... Yields the product COC(C1=CC(=CC=C1)C(=O)Cl)=O (3-chlorocarbonyl-benzoic acid methyl ester). The reactants are COC(C1=CC(C(=O)O)=CC=C1)=O (Isophthalic acid mono methyl ester), S(=O)(Cl)Cl (thionyl chloride). Reaction SMILES: [CH3:1][O:2][C:3](=[O:13])[C:4]1[CH:12]=[CH:11][CH:10]=[C:6]([C:7](O)=[O:8])[CH:5]=1.S(Cl)([Cl:16])=O>CN(C=O)C>[CH3:1][O:2][C:3](=[O:13])[C:4]1[CH:12]=[CH:11][CH:10]=[C:6]([C:7]([Cl:16])=[O:8])[CH:5]=1. Isolated yield 24.8%. RXN SMILES: [N:1]1[CH:6]=[CH:5][C:4]([CH:7]=[C:8]2[C:20]3[N:19]4[CH:21]=[CH:22][N:23]=[C:18]4[C:17](=[O:24])[NH:16][C:15]=3[C:14]3[CH:13]=[CH:12][CH:11]=[CH:10][C:9]2=3)=[CH:3][CH:2]=1.CN(C)C=O>[Pd].C(O)(=O)C>[N:1]1[CH:6]=[CH:5][C:4]([CH2:7][CH:8]2[C:20]3[N:19]4[CH:21]=[CH:22][N:23]=[C:18]4[C:17](=[O:24])[NH:16][C:15]=3[C:14]3[CH:13]=[CH:12][CH:11]=[CH:10][C:9]2=3)=[CH:3][CH:2]=1. Reported procedure: The procedure is performed as in Example 13, but starting with 0.8 g of 10-(4-pyridylmethylene)-5H,10H-imidazo[1,2-a]indeno[1,2-e]pyrazin-4-one, 250 ml of dimethylformamide and 80 mg of 10% palladium on charcoal, with addition also of 10 ml of acetic acid. 0.2 g of 10-(4-pyridylmethyl)-5H,10H-imidazo[1,2-a]-indeno[1,2-e]pyrazin-4-one is obtained, in the form of a pale yellow solid melting above 260° C. (Analysis % calculated C: 72.60, H: 4.49, N: 17.82, O: 5.09, % found C: 72.3, H: 4.3, N: 17.8)... Reagents/catalysts: [Pd] (palladium on charcoal). The product is N1=CC=C(C=C1)CC1C=2C=CC=CC2C=2NC(C=3N(C21)C=CN3)=O (10-(4-pyridylmethyl)-5H,10H-imidazo[1,2-a]-indeno[1,2-e]pyrazin-4-one). Starting materials: N1=CC=C(C=C1)C=C1C=2C=CC=CC2C=2NC(C=3N(C21)C=CN3)=O (10-(4-pyridylmethylene)-5H,10H-imidazo[1,2-a]indeno[1,2-e]pyrazin-4-one), CN(C=O)C (dimethylformamide). The solvent is C(C)(=O)O (acetic acid). Starting materials: O=C1C(CSCC1)C(=O)OC (methyl 4-oxotetrahydro-2H-thiopyran-3-carboxylate), [BH4-].[Na+] (Sodium borohydride). Run in C1CCOC1 (THF). Reaction conditions: time 4 hour. The product is OC1C(CSCC1)C(=O)OC (Methyl 4-hydroxytetrahydro-2H-thiopyran-3-carboxylate). As a reaction SMILES: [O:1]=[C:2]1[CH2:7][CH2:6][S:5][CH2:4][CH:3]1[C:8]([O:10][CH3:11])=[O:9].[BH4-].[Na+]>C1COCC1>[OH:1][CH:2]1[CH2:7][CH2:6][S:5][CH2:4][CH:3]1[C:8]([O:10][CH3:11])=[O:9] |f:1.2|. Procedure: A solution of methyl 4-oxotetrahydro-2H-thiopyran-3-carboxylate (3.00 g, 17.2 mmol) in THF (57 mL) was stirred at 0° C. Sodium borohydride (1.30 g, 34.4 mmol) was added and the resulting mixture was stirred at ambient temperature for 4 hours. The mixture was thermally stabilized with a water bath and carefully quenched with 1N aqueous HCl. The reaction mixture was then diluted with water and extracted with EtOAc (2×). The combined organic extracts were washed with water, brine, dried over anhydr...